From a dataset of the Open Reaction Database (ORD), a public repository of structured organic reaction records. describe an organic reaction: reactants, conditions, products, and yield Starting materials: Oc1c(Cl)cc(OCC=C(Cl)Cl)cc1Cl, OCc1ccc(Oc2ccccc2)cc1, C1CCOC1, c1ccc(P(c2ccccc2)c2ccccc2)cc1. The product is ClC(Cl)=CCOc1cc(Cl)c(Cc2ccc(Oc3ccccc3)cc2)c(Cl)c1. Reaction SMILES: [Cl:1][C:2](=[CH:3][CH2:4][O:5][c:6]1[cH:7][c:8]([Cl:14])[c:9]([OH:13])[c:10]([Cl:12])[cH:11]1)[Cl:15].[O:16]([c:17]1[cH:18][cH:19][cH:20][cH:21][cH:22]1)[c:23]1[cH:24][cH:25][c:26]([CH2:27][OH:28])[cH:29][cH:30]1.[O:50]1[CH2:51][CH2:52][CH2:53][CH2:54]1.[c:31]1([P:32]([c:33]2[cH:34][cH:35][cH:36][cH:37][cH:38]2)[c:39]2[cH:40][cH:41][cH:42][cH:43][cH:44]2)[cH:45][cH:46][cH:47][cH:48][cH:49]1>>[Cl:1][C:2](=[CH:3][CH2:4][O:5][c:6]1[cH:7][c:8]([Cl:14])[c:9]([CH2:27][c:26]2[cH:25][cH:24][c:23]([O:16][c:17]3[cH:18][cH:19][cH:20][cH:21][cH:22]3)[cH:30][cH:29]2)[c:10]([Cl:12])[cH:11]1)[Cl:15]. Procedure details: A solution of 4-[2-Amino-4-chloro-7-(4-methoxy-3,5-dimethyl-pyridin-2-ylmethyl)-7H-pyrrolo [2,3-d]pyrimidin-5-yl]-but-3-yn-1-ol (see example 2) (4.0 g) and 1-H-tetrazole (0.45 M in acetonitrile, 70 mL) in THF (160 mL) was treated with di-tert-butyl diisopropylphosphoramidite (16.4 mL) at rt for 2 h. The solution was cooled to 0° C. and treated with 30% aqueous H2O2 (11 mL) for 30 min. Work-up (EtOAc, aq. NaHCO3) and reverse-phase preparative HPLC gave the title compound, as a solid. HPLC Rt=6.13... Reaction SMILES: [NH2:1][C:2]1[N:3]=[C:4]([Cl:27])[C:5]2[C:10]([C:11]#[C:12][CH2:13][CH2:14][OH:15])=[CH:9][N:8]([CH2:16][C:17]3[C:22]([CH3:23])=[C:21]([O:24][CH3:25])[C:20]([CH3:26])=[CH:19][N:18]=3)[C:6]=2[N:7]=1.N1C=NN=N1.C(N(C(C)C)[P:37]([O:43][C:44]([CH3:47])([CH3:46])[CH3:45])[O:38][C:39]([CH3:42])([CH3:41])[CH3:40])(C)C.OO.C([O-])(O)=[O:54].[Na+]>C1COCC1.CCOC(C)=O>[P:37]([O:38][C:39]([CH3:40])([CH3:41])[CH3:42])([O:43][C:44]([CH3:45])([CH3:46])[CH3:47])([O:15][CH2:14][CH2:13][C:12]#[C:11][C:10]1[C:5]2[C:4]([Cl:27])=[N:3][C:2]([NH2:1])=[N:7][C:6]=2[N:8]([CH2:16][C:17]2[C:22]([CH3:23])=[C:21]([O:24][CH3:25])[C:20]([CH3:26])=[CH:19][N:18]=2)[CH:9]=1)=[O:54] |f:4.5|. Run at temperature 0 celsius. Reactants: OO (H2O2), C(=O)(O)[O-].[Na+] (NaHCO3), NC=1N=C(C2=C(N1)N(C=C2C#CCCO)CC2=NC=C(C(=C2C)OC)C)Cl (4-[2-Amino-4-chloro-7-(4-methoxy-3,5-dimethyl-pyridin-2-ylmethyl)-7H-pyrrolo[2,3-d]pyrimidin-5-yl]-but-3-yn-1-ol), N1N=NN=C1 (1-H-tetrazole), C(C)(C)N(P(OC(C)(C)C)OC(C)(C)C)C(C)C (di-tert-butyl diisopropylphosphoramidite). Run in CCOC(=O)C (EtOAc), C1CCOC1 (THF). Product: P(=O)(OCCC#CC1=CN(C=2N=C(N=C(C21)Cl)N)CC2=NC=C(C(=C2C)OC)C)(OC(C)(C)C)OC(C)(C)C (4-(2-amino-4-chloro-7-((4-methoxy-3,5-dimethylpyridin-2-yl)methyl)-7H-pyrrolo[2,3-d]pyrimidin-5-yl)but-3-ynyl di-tert-butyl phosphate). Reactants: N1(CCNCC1)C(=O)OC(C)(C)C (1,1-dimethylethyl 1-piperazinecarboxylate), BrC1=NC=C(C=C1)Br (2,5-dibromopyridine), C([O-])([O-])=O.[K+].[K+] (potassium carbonate). Run in CS(=O)C (dimethyl sulfoxide), C(C)(=O)OCC (ethyl acetate). Run at temperature 150 celsius. The product is BrC=1C=CC(=NC1)N1CCN(CC1)C(=O)OC(C)(C)C (1,1-dimethylethyl 4-(5-bromo-2-pyridyl)-1-piperazinecarboxylate). Yield: 81.9%. Reaction SMILES: [N:1]1([C:7]([O:9][C:10]([CH3:13])([CH3:12])[CH3:11])=[O:8])[CH2:6][CH2:5][NH:4][CH2:3][CH2:2]1.Br[C:15]1[CH:20]=[CH:19][C:18]([Br:21])=[CH:17][N:16]=1.C(=O)([O-])[O-].[K+].[K+]>CS(C)=O.C(OCC)(=O)C>[Br:21][C:18]1[CH:19]=[CH:20][C:15]([N:4]2[CH2:5][CH2:6][N:1]([C:7]([O:9][C:10]([CH3:13])([CH3:12])[CH3:11])=[O:8])[CH2:2][CH2:3]2)=[N:16][CH:17]=1 |f:2.3.4|. Reported procedure: 29.2 g (157 mmol) of 1,1-dimethylethyl 1-piperazinecarboxylate, 37 g (157 mmol) of 2,5-dibromopyridine and 21.7 g (157 mmol) of potassium carbonate suspended in 27 ml of dimethyl sulfoxide (DMSO) are introduced into an autoclave. The mixture is then heated at 150° C. for 21 hours. The reaction mixture is allowed to cool to room temperature, it is taken up in ethyl acetate and water and the insoluble material is then separated out by filtration. The aqueous phase is separated out and extracted tw... Starting materials: C(C)N1C(=CC(C2=CC=C(C=C12)C(C)C)=O)C(=O)O (ethyl 7-(1-methylethyl)-4-oxo-1,4-dihydroquinoline-2-carboxylic acid), [OH-].[Na+] (sodium hydroxide). The product is CC(C)C1=CC=C2C(C=C(NC2=C1)C(=O)O)=O (7-(1-methylethyl)-4-oxo-1,4-dihydroquinoline-2-carboxylic acid). The yield is 84.8%. Reaction SMILES: C([N:3]1[C:12]2[C:7](=[CH:8][CH:9]=[C:10]([CH:13]([CH3:15])[CH3:14])[CH:11]=2)[C:6](=[O:16])[CH:5]=[C:4]1[C:17]([OH:19])=[O:18])C.[OH-].[Na+]>>[CH3:15][CH:13]([C:10]1[CH:11]=[C:12]2[C:7]([C:6](=[O:16])[CH:5]=[C:4]([C:17]([OH:19])=[O:18])[NH:3]2)=[CH:8][CH:9]=1)[CH3:14] |f:1.2|. Procedure: Treatment of ethyl 7-(1-methylethyl)-4-oxo-1,4-dihydroquinoline-2-carboxylic acid (0.5 g) with sodium hydroxide (0.308 g), as described in Example 1c, gave 7-(1-methylethyl)-4-oxo-1,4-dihydroquinoline-2-carboxylic acid (0.378 g), mp>240° C., δ (360 MHz, DMSO-d6) 1.25 (6H, d, (CH3)2), 2.98 (1H, m, CH), 6.58 (1H, s, 3-H), 7.27 (1H, dd, 6-H), 7.82 (1H, s, 8-H) and 8.00 (1H, d, 5-H), (Found: C, 67.40; H, 5.63; N, 6.44%. C13H13NO3 requires C, 67.52; H, 5.67; N, 6.06%). Reactants: [OH-].[K+] (KOH), C(C(C)(C)C)(=O)C=1C=C(CO)C=CC1 (3-Pivaloylbenzyl alcohol), [O-][Mn](=O)(=O)=O.[K+] (KMnO4). Run in O (water), O1CCOCC1 (dioxane). Yields the product C(C(C)(C)C)(=O)C=1C=C(C(=O)O)C=CC1 (3-Pivaloylbenzoic acid). Isolated yield 93.2%. Reaction SMILES: [C:1]([C:7]1[CH:8]=[C:9]([CH:12]=[CH:13][CH:14]=1)[CH2:10][OH:11])(=[O:6])[C:2]([CH3:5])([CH3:4])[CH3:3].[OH-].[K+].[O-:17][Mn](=O)(=O)=O.[K+]>O1CCOCC1.O>[C:1]([C:7]1[CH:8]=[C:9]([CH:12]=[CH:13][CH:14]=1)[C:10]([OH:17])=[O:11])(=[O:6])[C:2]([CH3:5])([CH3:4])[CH3:3] |f:1.2,3.4|. Procedure: 3-Pivaloylbenzyl alcohol (0.80 g, 4.16 mmol) was dissolved in dioxane (20 ml). A solution of KOH (0.35 g, 6.30 mmol) in water (5 ml) was added followed by KMnO4 (145 g, 9.17 mmol). The mixture was stirred at room temperature over the weekend. The solution was filtered through Celite and extracted with ether. The aqueous phase was acidified with dil. HCl and extracted with ether (3×50 ml). The organic layer was dried over magnesium sulphate and concentrated in vacuo to afford the title compound a... Reactants: NC1=CC=C(C=C1)CCC1=COC2=C1C(=CC=C2)O[C@H]2[C@H](OC(C)=O)[C@@H](OC(C)=O)[C@H](OC(C)=O)[C@H](O2)COC(C)=O (3-[2-(4-aminophenyl)ethyl]-4-(2,3,4,6-tetra-O-acetyl-β-D-glucopyranosyloxy)benzofuran), C[Si](C)(C)N=C=O (trimethylsilyl isocyanate), Cl (hydrochloric acid), O (water). Solvent: O1CCCC1 (tetrahydrofuran). Reaction conditions: time 8 hour. Product: C(C)(=O)O[C@H]1[C@@H](O[C@@H]([C@H]([C@@H]1OC(C)=O)OC(C)=O)COC(C)=O)OC1=CC=CC2=C1C(=CO2)CCC2=CC=C(C=C2)NC(=O)N (4-(2,3,4,6-tetra-O-acetyl-β-D-glucopyranosyloxy)-3-[2-(4-ureidophenyl)ethyl]-benzofuran). RXN SMILES: [NH2:1][C:2]1[CH:7]=[CH:6][C:5]([CH2:8][CH2:9][C:10]2[C:14]3[C:15]([O:19][C@@H:20]4[O:37][C@H:36]([CH2:38][O:39][C:40](=[O:42])[CH3:41])[C@@H:31]([O:32][C:33](=[O:35])[CH3:34])[C@H:26]([O:27][C:28](=[O:30])[CH3:29])[C@H:21]4[O:22][C:23](=[O:25])[CH3:24])=[CH:16][CH:17]=[CH:18][C:13]=3[O:12][CH:11]=2)=[CH:4][CH:3]=1.C[Si]([N:47]=[C:48]=[O:49])(C)C.O.Cl>O1CCCC1>[C:23]([O:22][C@@H:21]1[C@@H:26]([O:27][C:28](=[O:30])[CH3:29])[C@H:31]([O:32][C:33](=[O:35])[CH3:34])[C@@H:36]([CH2:38][O:39][C:40](=[O:42])[CH3:41])[O:37][C@H:20]1[O:19][C:15]1[C:14]2[C:10]([CH2:9][CH2:8][C:5]3[CH:4]=[CH:3][C:2]([NH:1][C:48]([NH2:47])=[O:49])=[CH:7][CH:6]=3)=[CH:11][O:12][C:13]=2[CH:18]=[CH:17][CH:16]=1)(=[O:25])[CH3:24]. Procedure: To a mixture of 3-[2-(4-aminophenyl)ethyl-4-hydroxybenzofuran (0.3 g) and 2,3,4,6-tetra-O-acetyl-1-O-trichloroacetoimidoyl-α-D-glucopyranose (0.65 g) in dichloromethane (5 mL) was added borontrifluoride-diethyl ether complex (0.23 mL), and the mixture was stirred at room temperature overnight. The reaction mixture was poured into a saturated aqueous sodium hydrogen carbonate solution, and the resulting mixture was extracted with ethylacetate. The extract was washed with brine and dried over anhy... Starting materials: NN.CC(C)(C)C=1C=C(C(=O)O)C=C(C1O)C(C)(C)C (3,5-bis(1,1-dimethylethyl)-4-hydroxybenzoic acid hydrazine), Cl (HCl), [O-]C#N.[Na+] (sodium cyanate), [OH-].[Na+] (NaOH), Cl (HCl). Conditions: temperature 35 celsius, time 5 minute. RXN SMILES: [NH2:1][NH2:2].[CH3:3][C:4]([C:7]1[CH:8]=[C:9]([CH:13]=[C:14]([C:17]([CH3:20])([CH3:19])[CH3:18])[C:15]=1[OH:16])[C:10](O)=O)([CH3:6])[CH3:5].Cl.[O-:22][C:23]#[N:24].[Na+].[OH-].[Na+]>C(O)C.O>[CH3:3][C:4]([C:7]1[CH:8]=[C:9]([C:10]2[NH:24][C:23](=[O:22])[NH:1][N:2]=2)[CH:13]=[C:14]([C:17]([CH3:20])([CH3:19])[CH3:18])[C:15]=1[OH:16])([CH3:6])[CH3:5] |f:0.1,3.4,5.6|. The product is CC(C)(C)C=1C=C(C=C(C1O)C(C)(C)C)C=1NC(NN1)=O (5-[3,5-Bis(1,1-dimethylethyl)-4-hydroxyphenyl]-2,4-dihydro-3H-1,2,4-triazol-3-one). Procedure details: To a solution of 3,5-bis(1,1-dimethylethyl)-4-hydroxybenzoic acid hydrazine (2.8 g, 10.6 mmol) in ethanol (140 ml) and water (50 ml) is added 1N HCl (16 ml) and sodium cyanate (1.03 g, 16 mmol). The reaction mixture is stirred at room temperature for 30 minutes and at 35° C. for five minutes. The reaction mixture is cooled, evaporated, and partitioned between water (100 ml) and ethyl acetate (100 ml). The organic layer is dried (MgSO4) and evaporated. The crude product is cyclized by refluxing a... Solvent: C(C)O (ethanol), O (water). The product is CCC(O)(CC)c1ccc(C(=O)O)s1. Starting materials: O=C=O, [Li]CCCC, C1CCOC1, CCC(O)(CC)c1cccs1. As a reaction SMILES: [C:17](=[O:18])=[O:19].[CH2:12]([Li:13])[CH2:14][CH2:15][CH3:16].[CH2:20]1[O:21][CH2:22][CH2:23][CH2:24]1.[OH:1][C:2]([CH2:3][CH3:4])([CH2:5][CH3:6])[c:7]1[s:8][cH:9][cH:10][cH:11]1>>[OH:1][C:2]([CH2:3][CH3:4])([CH2:5][CH3:6])[c:7]1[s:8][c:9]([C:17](=[O:18])[OH:19])[cH:10][cH:11]1.